Dataset: the Open Reaction Database (ORD), a public repository of structured organic reaction records. Task: describe an organic reaction: reactants, conditions, products, and yield The reactants are COC(=O)C=1N=C(C=2C(N(C=CC2C1O)CC1=CC=CC=C1)=O)C#N (7-benzyl-1-cyano-4-hydroxy-8-oxo-7,8-dihydro-[2,7]naphthyridine-3-carboxylic acid methyl ester), NCCCCC(=O)O (5-aminovaleric acid), C[O-].[Na+] (NaOMe). Procedure details: A mixture of 7-benzyl-1-cyano-4-hydroxy-8-oxo-7,8-dihydro-[2,7]naphthyridine-3-carboxylic acid methyl ester (30 mg, 0.090 mmol), 5-aminovaleric acid (525 mg, 4.5 mmol) and NaOMe solution (6.7 mL, 3.36 mmol, 0.5 M in MeOH) was refluxed for 48 h. After the mixture was cooled to r.t., solvent was evaporated in vacuo. The residue was partitioned between EtOAc and water. 1 M HCl was added with vigorous stilling until pH was about 2. The organic layer was dried over MgSO4 and concentrated. The residue... Solvent: CCOC(=O)C (EtOAc). Isolated yield 47.6%. RXN SMILES: CO[C:3]([C:5]1[N:6]=[C:7]([C:24]#[N:25])[C:8]2[C:9](=[O:23])[N:10]([CH2:16][C:17]3[CH:22]=[CH:21][CH:20]=[CH:19][CH:18]=3)[CH:11]=[CH:12][C:13]=2[C:14]=1[OH:15])=[O:4].[NH2:26][CH2:27][CH2:28][CH2:29][CH2:30][C:31]([OH:33])=[O:32].C[O-].[Na+]>CCOC(C)=O>[CH2:16]([N:10]1[C:9](=[O:23])[C:8]2[C:7]([C:24]#[N:25])=[N:6][C:5]([C:3]([NH:26][CH2:27][CH2:28][CH2:29][CH2:30][C:31]([OH:33])=[O:32])=[O:4])=[C:14]([OH:15])[C:13]=2[CH:12]=[CH:11]1)[C:17]1[CH:18]=[CH:19][CH:20]=[CH:21][CH:22]=1 |f:2.3|. Yields the product C(C1=CC=CC=C1)N1C=CC=2C(=C(N=C(C2C1=O)C#N)C(=O)NCCCCC(=O)O)O (5-[(7-Benzyl-1-cyano-4-hydroxy-8-oxo-7,8-dihydro-[2,7]naphthyridine-3-carbonyl)-amino]-pentanoic acid). Reactants: C(C1=CC=CC=C1)N(C1(COC1)C#N)CC1=CC=CC=C1 (3-Dibenzylamino-oxetane-3-carbonitrile), O1CC(C1)=O (oxetan-3-one), C(C1=CC=CC=C1)NCC1=CC=CC=C1 (dibenzyl-amine), C[Si](C)(C)C#N (trimethylsilyl cyanide). The reagents and catalysts are [Ni] (Raney nickel). Run in CO (methanol). Conditions: time 8 hour. The product is NCC1(COC1)N(CC1=CC=CC=C1)CC1=CC=CC=C1 ((3-Aminomethyl-oxetan-3-yl)-dibenzyl-amine). The yield is 107.4%. Reaction SMILES: [CH2:1]([N:8]([CH2:15][C:16]1[CH:21]=[CH:20][CH:19]=[CH:18][CH:17]=1)[C:9]1([C:13]#[N:14])[CH2:12][O:11][CH2:10]1)[C:2]1[CH:7]=[CH:6][CH:5]=[CH:4][CH:3]=1.O1CC(=O)C1.C(NCC1C=CC=CC=1)C1C=CC=CC=1.C[Si](C#N)(C)C>CO.[Ni]>[NH2:14][CH2:13][C:9]1([N:8]([CH2:1][C:2]2[CH:7]=[CH:6][CH:5]=[CH:4][CH:3]=2)[CH2:15][C:16]2[CH:21]=[CH:20][CH:19]=[CH:18][CH:17]=2)[CH2:12][O:11][CH2:10]1. Reported procedure: To 3-Dibenzylamino-oxetane-3-carbonitrile (156 mg) (prepared by Strecker synthesis in analogy to example 83/84, step a, from oxetan-3-one, dibenzyl-amine and trimethylsilyl cyanide) in methanol (10 ml) was added a catalytic amount of Raney nickel and the reaction mixture was then stirred at RT under an atmosphere of H2 for 8 h. The catalyst was removed by filtration, the filtrate concentrated under reduced pressure to provide the title compound (170 mg) as off-white solid, MS (ESI): 283.17 (MH+)... The reactants are C1(CCCCC1)=O (cyclohexanone), CN1CCC2(CC1)OC1=CC=CC=C1C(C2)N (1′-methylspiro[chroman-2,4′-piperidin]-4-amine), FC1=CC(=C(C=C1)C(C)=O)O (4′-fluoro-2′hydroxyacetophenone), OC1=C(C=CC=C1)C(C)=O (2′-hydroxyacetophenone). Yields the product FC1=CC=C2C(CC3(CCOCC3)OC2=C1)=O (7-fluoro-2′,3′,5′,6′-tetrahydrospiro[chroman-2,4′-pyran]-4-one). As a reaction SMILES: [C:1]1(=[O:7])[CH2:6][CH2:5][CH2:4][CH2:3]C1.[F:8][C:9]1[CH:14]=[CH:13][C:12]([C:15](=[O:17])[CH3:16])=[C:11]([OH:18])[CH:10]=1.OC1C=CC=CC=1C(=O)C.CN1CCC2(CC(N)C3C(=CC=CC=3)O2)CC1>>[F:8][C:9]1[CH:10]=[C:11]2[C:12]([C:15](=[O:17])[CH2:16][C:5]3([O:18]2)[CH2:4][CH2:3][O:7][CH2:1][CH2:6]3)=[CH:13][CH:14]=1. Reported procedure: The title compound was prepared using the procedure as described in Example 1A, substituting tetrahydro-4H-pyran-4-one for cyclohexanone and 4′-fluoro-2′hydroxyacetophenone for 2′-hydroxyacetophenone. 1 NMR (300 MHz, DMSO-d6) δ ppm 7.80 (dd, J=8.81, 6.78 Hz, 1H), 6.87-7.01 (m, 2H), 3.62-3.74 (m, 4H), 2.86 (s, 2H), 1.73-1.86 (m, 4H). MS (DCI+) m/z 237 (M+H), 254 (M+NH4). The reactants are CCOC(C)=O, CCO, CC(=O)NCC1CN(c2ccc(C3CN(C(=O)OCc4ccccc4)C3)c(F)c2)C(=O)O1. Yields the product CC(=O)NCC1CN(c2ccc(C3CNC3)c(F)c2)C(=O)O1. As a reaction SMILES: [CH3:33][CH2:34][O:35][C:36](=[O:37])[CH3:38].[CH3:39][CH2:40][OH:41].[F:1][c:2]1[cH:3][c:4]([N:22]2[C:23](=[O:32])[O:24][CH:25]([CH2:27][NH:28][C:29]([CH3:30])=[O:31])[CH2:26]2)[cH:5][cH:6][c:7]1[CH:8]1[CH2:9][N:10]([C:12]([O:13][CH2:14][c:15]2[cH:16][cH:17][cH:18][cH:19][cH:20]2)=[O:21])[CH2:11]1>>[F:1][c:2]1[cH:3][c:4]([N:22]2[C:23](=[O:32])[O:24][CH:25]([CH2:27][NH:28][C:29]([CH3:30])=[O:31])[CH2:26]2)[cH:5][cH:6][c:7]1[CH:8]1[CH2:9][NH:10][CH2:11]1. The reactants are C(C1=CC=CC=C1)OC1=C(CN(CC)C2=CC=C(N=N2)C(=O)O)C=C(C=C1)Br (6-[N-(2-benzyloxy-5-bromobenzyl)-N-ethylamino]pyridazine-3-carboxylic acid), C(=O)(C=1NC=CN1)C=1NC=CN1 (carbonyl di-imidazole), C(CC(=O)[O-])(=O)OCC.[K+] (potassium ethyl malonate), [Cl-].[Mg+2].[Cl-] (magnesium chloride). The solvent is C(C)#N (acetonitrile), C(C)N(CC)CC (triethylamine). Reaction conditions: temperature 5 celsius, time 2 hour. Yields the product C(C1=CC=CC=C1)OC1=C(CN(CC)C2=CC=C(N=N2)C(=O)CC(=O)OCC)C=C(C=C1)Br (ethyl [6-[N-(2-benzyloxy-5-bromobenzyl)-N-ethylamino]pyridazin-3-ylcarbonyl]acetate). Yield: 86.3%. Reaction SMILES: [CH2:1]([O:8][C:9]1[CH:27]=[CH:26][C:25]([Br:28])=[CH:24][C:10]=1[CH2:11][N:12]([C:15]1[N:20]=[N:19][C:18]([C:21]([OH:23])=O)=[CH:17][CH:16]=1)[CH2:13][CH3:14])[C:2]1[CH:7]=[CH:6][CH:5]=[CH:4][CH:3]=1.C(C1NC=CN=1)(C1NC=CN=1)=O.[C:41]([O:47][CH2:48][CH3:49])(=[O:46])[CH2:42]C([O-])=O.[K+].[Cl-].[Mg+2].[Cl-]>C(#N)C.C(N(CC)CC)C>[CH2:1]([O:8][C:9]1[CH:27]=[CH:26][C:25]([Br:28])=[CH:24][C:10]=1[CH2:11][N:12]([C:15]1[N:20]=[N:19][C:18]([C:21]([CH2:42][C:41]([O:47][CH2:48][CH3:49])=[O:46])=[O:23])=[CH:17][CH:16]=1)[CH2:13][CH3:14])[C:2]1[CH:3]=[CH:4][CH:5]=[CH:6][CH:7]=1 |f:2.3,4.5.6|. Procedure details: A mixture of 6-[N-(2-benzyloxy-5-bromobenzyl)-N-ethylamino]pyridazine-3-carboxylic acid (12.5 g) and carbonyl di-imidazole (6.0 g) was heated at 5° C. for 1 hour. Separately, a mixture of potassium ethyl malonate (7.0 g), triethylamine (8.0 ml) and anhydrous magnesium chloride (5.0 g) in acetonitrile (200 ml) was stirred at ambient temperature for 2 hours. The two mixtures were combined and stirred for 18 hours at ambient temperature, then at reflux for 1 hour. The solvents were evaporated, and ... Reactants: CC(C)(C)P(c1ccccc1-c1ccccc1)C(C)(C)C, CC(=O)N1CCNCC1, CCOC(=O)N1c2ccc(OC)nc2C(NC(c2cc(C#N)cc(C(F)(F)F)c2)c2ncc(Br)cn2)CC1CC, CC(C)(C)[O-], Cc1ccccc1, [Na+], O=C(C=Cc1ccccc1)C=Cc1ccccc1, O=C(C=Cc1ccccc1)C=Cc1ccccc1, O=C(C=Cc1ccccc1)C=Cc1ccccc1, [Pd], [Pd]. Yields the product CCOC(=O)N1c2ccc(OC)nc2C(NC(c2cc(C#N)cc(C(F)(F)F)c2)c2ncc(N3CCN(C(C)=O)CC3)cn2)CC1CC. RXN SMILES: [C:47]([P:48]([C:49]([CH3:50])([CH3:51])[CH3:52])[c:53]1[cH:54][cH:55][cH:56][cH:57][c:58]1-[c:59]1[cH:60][cH:61][cH:62][cH:63][cH:64]1)([CH3:65])([CH3:66])[CH3:67].[C:68]([CH3:69])(=[O:70])[N:71]1[CH2:72][CH2:73][NH:74][CH2:75][CH2:76]1.[CH2:1]([CH3:2])[O:3][C:4](=[O:5])[N:6]1[CH:7]([CH2:39][CH3:40])[CH2:8][CH:9]([NH:18][CH:19]([c:20]2[cH:21][c:22]([C:30]#[N:31])[cH:23][c:24]([C:26]([F:27])([F:28])[F:29])[cH:25]2)[c:32]2[n:33][cH:34][c:35]([Br:38])[cH:36][n:37]2)[c:10]2[n:11][c:12]([O:16][CH3:17])[cH:13][cH:14][c:15]21.[CH3:41][C:42]([CH3:43])([O-:44])[CH3:45].[CH3:77][c:78]1[cH:79][cH:80][cH:81][cH:82][cH:83]1.[Na+:46].[O:104]=[C:105]([CH:106]=[CH:107][c:108]1[cH:109][cH:110][cH:111][cH:112][cH:113]1)[CH:114]=[CH:115][c:116]1[cH:117][cH:118][cH:119][cH:120][cH:121]1.[O:122]=[C:123]([CH:124]=[CH:125][c:126]1[cH:127][cH:128][cH:129][cH:130][cH:131]1)[CH:132]=[CH:133][c:134]1[cH:135][cH:136][cH:137][cH:138][cH:139]1.[O:86]=[C:87]([CH:88]=[CH:89][c:90]1[cH:91][cH:92][cH:93][cH:94][cH:95]1)[CH:96]=[CH:97][c:98]1[cH:99][cH:100][cH:101][cH:102][cH:103]1.[Pd:84].[Pd:85]>>[CH2:1]([CH3:2])[O:3][C:4](=[O:5])[N:6]1[CH:7]([CH2:39][CH3:40])[CH2:8][CH:9]([NH:18][CH:19]([c:20]2[cH:21][c:22]([C:30]#[N:31])[cH:23][c:24]([C:26]([F:27])([F:28])[F:29])[cH:25]2)[c:32]2[n:33][cH:34][c:35]([N:74]3[CH2:73][CH2:72][N:71]([C:68]([CH3:69])=[O:70])[CH2:76][CH2:75]3)[cH:36][n:37]2)[c:10]2[n:11][c:12]([O:16][CH3:17])[cH:13][cH:14][c:15]21.